From a dataset of the Open Reaction Database (ORD), a public repository of structured organic reaction records. describe an organic reaction: reactants, conditions, products, and yield Starting materials: FC1=C(C#N)C(=CC=C1)NC (2-fluoro-6-methylamino-benzonitrile), [Li+].C[Si](C)(C)[N-][Si](C)(C)C (LiHMDS), CS(=O)(=O)Cl (methanesulfonyl chloride). Run in C1CCOC1 (THF). Reaction conditions: time 30 minute. Product: C(#N)C1=C(C=CC=C1F)N(S(=O)(=O)C)C (N-(2-Cyano-3-fluoro-phenyl)-N-methyl-methanesulfonamide). Isolated yield 69.8%. RXN SMILES: [F:1][C:2]1[CH:9]=[CH:8][CH:7]=[C:6]([NH:10][CH3:11])[C:3]=1[C:4]#[N:5].[Li+].C[Si]([N-][Si](C)(C)C)(C)C.[CH3:22][S:23](Cl)(=[O:25])=[O:24]>C1COCC1>[C:4]([C:3]1[C:2]([F:1])=[CH:9][CH:8]=[CH:7][C:6]=1[N:10]([CH3:11])[S:23]([CH3:22])(=[O:25])=[O:24])#[N:5] |f:1.2|. Reported procedure: To a stirred solution of 2-fluoro-6-methylamino-benzonitrile (1.5 g, 10 mmol) in THF (50 mL) at −78° C. was added LiHMDS (1M in THF, 16 mL, 16 mmol) dropwise over 5 min. The resulting pale yellow solution was stirred for an additional 30 min, then methanesulfonyl chloride (1.16 mL, 15 mmol) was added. After 30 min, the reaction mixture was quenched with saturated NH4Cl (1 mL), diluted with ethyl acetate (100 mL), dried (MgSO4), filtered and concentrated to give viscous yellow oil. The crude prod... As a reaction SMILES: [Cl:1][C:2]1[CH:7]=[CH:6][C:5]([CH:8]2[C@H:13]([OH:14])[C@@H:12]([OH:15])[C@H:11]([OH:16])[C@@H:10]([CH2:17][OH:18])[O:9]2)=[CH:4][C:3]=1[CH2:19][C:20]1[CH:25]=[CH:24][C:23]([OH:26])=[CH:22][CH:21]=1.CS(O[CH2:32][CH2:33][O:34][CH2:35][CH2:36][NH:37][C:38]([O:40][C:41]([CH3:44])([CH3:43])[CH3:42])=[O:39])(=O)=O.C([O-])([O-])=O.[Cs+].[Cs+]>CN(C=O)C>[Cl:1][C:2]1[CH:7]=[CH:6][C:5]([C@H:8]2[C@H:13]([OH:14])[C@@H:12]([OH:15])[C@H:11]([OH:16])[C@@H:10]([CH2:17][OH:18])[O:9]2)=[CH:4][C:3]=1[CH2:19][C:20]1[CH:21]=[CH:22][C:23]([O:26][CH2:32][CH2:33][O:34][CH2:35][CH2:36][NH:37][C:38](=[O:39])[O:40][C:41]([CH3:44])([CH3:43])[CH3:42])=[CH:24][CH:25]=1 |f:2.3.4|. Solvent: CN(C)C=O (DMF). Yield: 0.1%. Product: ClC1=C(CC2=CC=C(OCCOCCNC(OC(C)(C)C)=O)C=C2)C=C(C=C1)[C@@H]1O[C@@H]([C@H]([C@@H]([C@H]1O)O)O)CO (tert-butyl 2-(2-(4-(2-chloro-5-((2S,3R,4R,5S,6R)-3,4,5-trihydroxy-6-(hydroxymethyl)tetrahydro-2H-pyran-2-yl)benzyl)phenoxy)ethoxy)ethylcarbamate). Reported procedure: (3R,4R,5S,6R)-2-(4-chloro-3-(4-hydroxybenzyl)phenyl)-6-(hydroxymethyl)tetrahydro-2H-pyran-3,4,5-triol (intermediate D) (30 mg, 78.7 mmol), 2-(2-(tert-butoxycarbonylamino)ethoxy)ethyl methanesulfonate (26.8 mg, 94.5 mmol) and Cs2CO3 (30.8 mg, 94.5 mmol) were dissolved in DMF (3 ml) at room temperature and stirred overnight. The mixture was then extracted with EtOAc, washed with NH4Cl and NaCl, dried over Na2SO4, and evaporated to get the crude product, tert-butyl 2-(2-(4-(2-chloro-5-((2S,3R,4R,5S... Reactants: ClC1=C(C=C(C=C1)C1O[C@@H]([C@H]([C@@H]([C@H]1O)O)O)CO)CC1=CC=C(C=C1)O ((3R,4R,5S,6R)-2-(4-chloro-3-(4-hydroxybenzyl)phenyl)-6-(hydroxymethyl)tetrahydro-2H-pyran-3,4,5-triol), ClC1=C(C=C(C=C1)C1O[C@@H]([C@H]([C@@H]([C@H]1O)O)O)CO)CC1=CC=C(C=C1)O ((3R,4R,5S,6R)-2-(4-chloro-3-(4-hydroxybenzyl)phenyl)-6-(hydroxymethyl)tetrahydro-2H-pyran-3,4,5-triol), CS(=O)(=O)OCCOCCNC(=O)OC(C)(C)C (2-(2-(tert-butoxycarbonylamino)ethoxy)ethyl methanesulfonate), C(=O)([O-])[O-].[Cs+].[Cs+] (Cs2CO3). Run at time 8 hour. Starting materials: CC(C)(C)OC(=O)NC(C(=O)O)c1ccc(OCC2CC2)cc1, CC(C)(C)OC(=O)NC(C(=O)O)c1ccc(OCCOC2CCCCO2)cc1, BrCC1CC1, Nc1ccc(I)cc1Cl. The product is CC(C)(C)OCCOc1ccc(C(NC(=O)OC(C)(C)C)C(=O)O)cc1. RXN SMILES: [C:10]([CH3:11])([CH3:12])([CH3:13])[O:14][C:15](=[O:16])[NH:17][CH:18]([C:19](=[O:20])[OH:21])[c:22]1[cH:23][cH:24][c:25]([O:28][CH2:29][CH:30]2[CH2:31][CH2:32]2)[cH:26][cH:27]1.[C:33]([CH3:34])([CH3:35])([CH3:36])[O:37][C:38]([NH:39][CH:40]([c:41]1[cH:42][cH:43][c:44]([O:45][CH2:46][CH2:47][O:48][CH:49]2[CH2:50][CH2:51][CH2:52][CH2:53][O:54]2)[cH:55][cH:56]1)[C:57]([OH:58])=[O:59])=[O:60].[CH:61]1([CH2:62][Br:63])[CH2:64][CH2:65]1.[Cl:1][c:2]1[cH:3][c:4]([I:5])[cH:6][cH:7][c:8]1[NH2:9]>>[C:10]([CH3:11])([CH3:12])([CH3:13])[O:14][C:15](=[O:16])[NH:17][CH:18]([C:19](=[O:20])[OH:21])[c:22]1[cH:23][cH:24][c:25]([O:28][CH2:29][CH2:30][O:37][C:33]([CH3:34])([CH3:35])[CH3:36])[cH:26][cH:27]1. The reactants are FC1=CC=C(C(C(=O)OC)(O)C2=CC=C(C=C2)F)C=C1 (Methyl 4,4′-difluorobenzilate), [C@@]12(C=CC[C@H](CC1)N2C)O (tropenol), [Na] (sodium). Product: FC1=CC=C(C(C(=O)O[C@]23C=CC[C@H](CC2)N3C)(O)C3=CC=C(C=C3)F)C=C1 (Tropenol 4,4′-difluorobenzilate). As a reaction SMILES: [F:1][C:2]1[CH:20]=[CH:19][C:5]([C:6]([C:12]2[CH:17]=[CH:16][C:15]([F:18])=[CH:14][CH:13]=2)([OH:11])[C:7]([O:9][CH3:10])=[O:8])=[CH:4][CH:3]=1.[C@@:21]12(O)[N:28](C)[C@@H:25]([CH2:26][CH2:27]1)[CH2:24][CH:23]=[CH:22]2.[Na]>>[F:1][C:2]1[CH:20]=[CH:19][C:5]([C:6]([C:12]2[CH:17]=[CH:16][C:15]([F:18])=[CH:14][CH:13]=2)([OH:11])[C:7]([O:9][C@@:10]23[N:28]([CH3:21])[C@@H:25]([CH2:26][CH2:27]2)[CH2:24][CH:23]=[CH:22]3)=[O:8])=[CH:4][CH:3]=1 |^1:30|. Procedure: 11.13 g (0.04 mol) of methyl 4,4′-difluorobenzilate 3d and 5.57 g (0.04 mol) of tropenol are reacted with 0.09 g sodium analogously to Example 3, step 3.2. The product is recrystallised from acetonitrile.